Dataset: the Open Reaction Database (ORD), a public repository of structured organic reaction records. Task: describe an organic reaction: reactants, conditions, products, and yield Starting materials: C(C1=CC=CC=C1)OC1=CC=C(C=C1)C(C(CC(=O)OC)(C)C)=O (Methyl 4-[4-(benzyloxy)phenyl]-3,3-dimethyl-4-oxobutanoate), [H][H] (hydrogen). Reagents/catalysts: [OH-].[OH-].[Pd+2] (Pd(OH)2/C). Run in CO (methanol), P(O)(O)(O)=O (phosphoric acid). Product: OC1=CC=C(C=C1)CC(CC(=O)OC)(C)C (Methyl 4-(4-hydroxyphenyl)-3,3-dimethylbutanoate). As a reaction SMILES: C([O:8][C:9]1[CH:14]=[CH:13][C:12]([C:15](=O)[C:16]([CH3:23])([CH3:22])[CH2:17][C:18]([O:20][CH3:21])=[O:19])=[CH:11][CH:10]=1)C1C=CC=CC=1.[H][H]>CO.P(=O)(O)(O)O.[OH-].[OH-].[Pd+2]>[OH:8][C:9]1[CH:10]=[CH:11][C:12]([CH2:15][C:16]([CH3:23])([CH3:22])[CH2:17][C:18]([O:20][CH3:21])=[O:19])=[CH:13][CH:14]=1 |f:4.5.6|. Reported procedure: A solution of the product of STEP 3 in methanol and phosphoric acid (catalytic amount) was shaken in Parr hydrogenation apparatus with 20% Pd(OH)2/C under 60 psi hydrogen pressure for 9 hours. The solution was filtered and filtrate concentrated in vacuo. An ether solution of the residue was treated with excess diazomethane in ether at 0° C. The resulting solution was concentrated in vacuo and the residue was purified by chromatography over silica gel using 10% ethyl acetate in hexane as eluant t... Run in C(C)(=O)O (acetic acid). Product: N[C@@H](CO)C(=O)N[C@@H](CC(C)C)C(=O)OC(C)(C)C (H-Ser-Leu-OBut), acetate salt. Starting materials: C(C1=CC=CC=C1)OC(=O)N[C@@H](CO)C(=O)N[C@@H](CC(C)C)C(=O)OC(C)(C)C (Benzyloxycarbonyl-seryl-leucine, tert-Butyl Ester). RXN SMILES: C(OC([NH:11][C@H:12]([C:15]([NH:17][C@H:18]([C:23]([O:25][C:26]([CH3:29])([CH3:28])[CH3:27])=[O:24])[CH2:19][CH:20]([CH3:22])[CH3:21])=[O:16])[CH2:13][OH:14])=O)C1C=CC=CC=1>[Pd].C(O)(=O)C>[NH2:11][C@H:12]([C:15]([NH:17][C@H:18]([C:23]([O:25][C:26]([CH3:28])([CH3:27])[CH3:29])=[O:24])[CH2:19][CH:20]([CH3:22])[CH3:21])=[O:16])[CH2:13][OH:14]. Procedure details: A mixture of Z-Ser-Leu-OBut (11.36 g, 27.8 mmol, described in Example 3) and 5% palladium on carbon (1.1 g) in glacial acetic acid is subjected to hydrogenation. The mixture is filtered and the filtrate is evaporated under reduced pressure to give H-Ser-Leu-OBut in the form of its acetate salt. This product is suspended in toluene and the toluene is removed by distillation so that excess acetic acid is removed azeotropically. Reagents/catalysts: [Pd] (palladium on carbon). The reactants are CCN(CC)P1(=NC(C)(C)C)N(C)CCCN1C, COC(=O)c1[nH]c(=O)c2ccc(Br)cc2c1-c1ccccc1, CN(C)C=O, Fc1ccccc1CBr. Yields the product COC(=O)c1c(-c2ccccc2)c2cc(Br)ccc2c(=O)n1Cc1ccccc1F. As a reaction SMILES: [C:32]([N:33]=[P:34]1([N:35]([CH2:36][CH3:37])[CH2:38][CH3:39])[N:40]([CH3:41])[CH2:42][CH2:43][CH2:44][N:45]1[CH3:46])([CH3:47])([CH3:48])[CH3:49].[CH3:1][O:2][C:3](=[O:4])[c:5]1[nH:6][c:7](=[O:22])[c:8]2[cH:9][cH:10][c:11]([Br:21])[cH:12][c:13]2[c:14]1-[c:15]1[cH:16][cH:17][cH:18][cH:19][cH:20]1.[CH3:50][N:51]([CH3:52])[CH:53]=[O:54].[F:23][c:24]1[c:25]([CH2:26][Br:27])[cH:28][cH:29][cH:30][cH:31]1>>[CH3:1][O:2][C:3](=[O:4])[c:5]1[n:6]([CH2:26][c:25]2[c:24]([F:23])[cH:31][cH:30][cH:29][cH:28]2)[c:7](=[O:22])[c:8]2[cH:9][cH:10][c:11]([Br:21])[cH:12][c:13]2[c:14]1-[c:15]1[cH:16][cH:17][cH:18][cH:19][cH:20]1. Starting materials: NC1=NNC(=N1)C(F)(F)F (3-amino-5-trifluoromethyl-1,2,4-triazole), C(C1=CC=CC=C1)(=O)CC(C)=O (benzoylacetone), 139865y, C(O)(O)=O.NNC(=N)N (aminoguanidine bicarbonate), FC(C(=O)O)(F)F (trifluoroacetic acid). The solvent is C(C)(=O)O (acetic acid), C1(=CC=CC=C1)C (toluene), C(Cl)Cl (methylene chloride). The product is NC1=NNC(=N1)C(F)(F)F (3-amino-5-trifluoromethyl-1,2,4-triazole), CC1=NC=2N(C(=C1)C1=CC=CC=C1)N=C(N2)C(F)(F)F (5-Methyl-7-phenyl-2-(trifluoromethyl)-1,2,4-triazolo[1,5-a]pyrimidine). The yield is 112.7%. As a reaction SMILES: C(=O)(O)O.NNC(N)=N.FC(F)(F)C(O)=O.[NH2:17][C:18]1[N:22]=[C:21]([C:23]([F:26])([F:25])[F:24])[NH:20][N:19]=1.[C:27]([CH2:35][C:36](=O)[CH3:37])(=O)[C:28]1[CH:33]=[CH:32][CH:31]=[CH:30][CH:29]=1>C(Cl)Cl.C(O)(=O)C.C1(C)C=CC=CC=1>[NH2:17][C:18]1[N:22]=[C:21]([C:23]([F:26])([F:25])[F:24])[NH:20][N:19]=1.[CH3:37][C:36]1[CH:35]=[C:27]([C:28]2[CH:33]=[CH:32][CH:31]=[CH:30][CH:29]=2)[N:19]2[N:20]=[C:21]([C:23]([F:26])([F:25])[F:24])[N:22]=[C:18]2[N:17]=1 |f:0.1|. Reported procedure: By the procedure reported by V. A. Lopyrev Zh. Obshch. Khim. 53 p. 1684, 1983 (Chemical Abstracts 139865y, 1983) a crude sample of 3-amino-5-trifluoromethyl-1,2,4-triazole was prepared by the cyclocondensation of aminoguanidine bicarbonate with trifluoroacetic acid in refluxing toluene. This material was used effectively without further purification in subsequent ring condensation reactions. To 30 ml. of glacial acetic acid stirring, 3.0 g (19.7 mmol) of 3-amino-5-trifluoromethyl-1,2,4-triazole ... Starting materials: ClC1=NC=CC(=N1)C=1C(=NN2C1C=CC=C2)C=2C=C(C=CC2)NC(C2=C(C=CC(=C2)F)F)=O (N-{3-[3-(2-chloro-4-pyrimidinyl)pyrazolo[1,5-a]pyridin-2-yl]phenyl}-2,5-difluorobenzamide), NCC=1C=C(C=CC1)NC1=NC=CC(=N1)C=1C(=NN2C1C=CC=C2)C=2C=C(C=CC2)NC(C2=C(C=CC=C2F)F)=O (N-{3-[3-(2-{[3-(Aminomethyl)phenyl]amino}-4-pyrimidinyl)pyrazolo[1,5-a]pyridin-2-yl]phenyl}-2,6-difluorobenzamide). The reagents and catalysts are Cl (HCl). The solvent is CCOC(=O)C (EtOAc), CC(C)O (2-propanol). Conditions: temperature 180 celsius. Yields the product FC1=C(C(=O)NC2=CC(=CC=C2)C2=NN3C(C=CC=C3)=C2C2=NC(=NC=C2)NC2=CC(=CC=C2)CNC)C(=CC=C1)F (2,6-Difluoro-N-(3-{3-[2-({3-[(methylamino)methyl]phenyl}amino)-4-pyrimidinyl]pyrazolo[1,5-a]pyridin-2-yl}phenyl)benzamide). Yield: 72.8%. As a reaction SMILES: Cl[C:2]1N=C(C2C(C3C=C(NC(=O)C4C=C(F)C=CC=4F)C=CC=3)=NN3C=CC=CC=23)C=CN=1.[NH2:34][CH2:35][C:36]1[CH:37]=[C:38]([NH:42][C:43]2[N:48]=[C:47]([C:49]3[C:50]([C:58]4[CH:59]=[C:60]([NH:64][C:65](=[O:74])[C:66]5[C:71]([F:72])=[CH:70][CH:69]=[CH:68][C:67]=5[F:73])[CH:61]=[CH:62][CH:63]=4)=[N:51][N:52]4[CH:57]=[CH:56][CH:55]=[CH:54][C:53]=34)[CH:46]=[CH:45][N:44]=2)[CH:39]=[CH:40][CH:41]=1>CC(O)C.Cl.CCOC(C)=O>[F:73][C:67]1[CH:68]=[CH:69][CH:70]=[C:71]([F:72])[C:66]=1[C:65]([NH:64][C:60]1[CH:61]=[CH:62][CH:63]=[C:58]([C:50]2[C:49]([C:47]3[CH:46]=[CH:45][N:44]=[C:43]([NH:42][C:38]4[CH:39]=[CH:40][CH:41]=[C:36]([CH2:35][NH:34][CH3:2])[CH:37]=4)[N:48]=3)=[C:53]3[CH:54]=[CH:55][CH:56]=[CH:57][N:52]3[N:51]=2)[CH:59]=1)=[O:74]. Reported procedure: To a suspension of N-{3-[3-(2-chloro-4-pyrimidinyl)pyrazolo[1,5-a]pyridin-2-yl]phenyl}-2,5-difluorobenzamide (100 mg, 0.22 mmol) (prepared according to a procedure similar to that described in Example 43, Step A) and N-[(3-aminophenyl)methyl]-2,2,2-trifluoroacetamide (59 mg, 0.27 mmol) (prepared as described in Example 180) in 2-propanol (3 mL) was added 2 drops of concentrated HCl. The mixture was heated to 180° C. in a microwave for 15 min. The reaction mixture was diluted with 25 mL EtOAc and... The reactants are CC(C)(C)OC(=O)Nc1ccc(N)cc1, CCCCO, CCN(C(C)C)C(C)C, Clc1cc(Cl)ncn1. The product is CC(C)(C)OC(=O)Nc1ccc(Nc2cc(Cl)ncn2)cc1. RXN SMILES: [C:9](=[O:10])([O:11][C:12]([CH3:13])([CH3:14])[CH3:15])[NH:16][c:17]1[cH:18][cH:19][c:20]([NH2:23])[cH:21][cH:22]1.[CH2:33]([OH:34])[CH2:35][CH2:36][CH3:37].[CH:24]([N:25]([CH:26]([CH3:27])[CH3:28])[CH2:29][CH3:30])([CH3:31])[CH3:32].[Cl:1][c:2]1[n:3][cH:4][n:5][c:6]([Cl:8])[cH:7]1>>[c:2]1([NH:23][c:20]2[cH:19][cH:18][c:17]([NH:16][C:9](=[O:10])[O:11][C:12]([CH3:13])([CH3:14])[CH3:15])[cH:22][cH:21]2)[n:3][cH:4][n:5][c:6]([Cl:8])[cH:7]1.